Dataset: the Open Reaction Database (ORD), a public repository of structured organic reaction records. Task: describe an organic reaction: reactants, conditions, products, and yield Starting materials: CC(=O)O, CCO, O=[N+]([O-])c1cccc(-n2nc(C(F)(F)F)cc2-c2ccccc2)c1. Yields the product Nc1cccc(-n2nc(C(F)(F)F)cc2-c2ccccc2)c1. As a reaction SMILES: [CH3:1][C:2](=[O:3])[OH:4].[CH3:29][CH2:30][OH:31].[N+:5]([O-:6])(=[O:7])[c:8]1[cH:9][c:10](-[n:14]2[n:15][c:16]([C:25]([F:26])([F:27])[F:28])[cH:17][c:18]2-[c:19]2[cH:20][cH:21][cH:22][cH:23][cH:24]2)[cH:11][cH:12][cH:13]1>>[NH2:5][c:8]1[cH:9][c:10](-[n:14]2[n:15][c:16]([C:25]([F:26])([F:27])[F:28])[cH:17][c:18]2-[c:19]2[cH:20][cH:21][cH:22][cH:23][cH:24]2)[cH:11][cH:12][cH:13]1. Solvent: O1CCOCC1 (dioxane). Conditions: temperature 80 celsius. Reactants: COC1=C(C(=CC=C1)OC)C1CC(C(N1CC1=CC=C(C=C1)OC(F)(F)F)=O)O (rac-(3S*,5S*)-5-(2,6-dimethoxyphenyl)-3-hydroxy-1-(4-(trifluoromethoxy)-benzyl)pyrrolidin-2-one), O=S(Cl)Cl (SOCl2), N1=CC=CC=C1 (pyridine). Procedure details: A solution of rac-(3S*,5S*)-5-(2,6-dimethoxyphenyl)-3-hydroxy-1-(4-(trifluoromethoxy)-benzyl)pyrrolidin-2-one (200 mg; 0.48 mmol) in dioxane (1 ml) was treated at rt successively with SOCl2 (69 mg; 0.58 mmol) and pyridine (46 mg; 0.58 mmol). The resulting mixture was then heated to 80° C. for 3 h. After cooling to rt, the mixture was concentrated under reduced pressure before water and AcOEt were added. The separated organic layer was washed with brine, dried over anh. MgSO4, filtered, and conce... Reaction SMILES: [CH3:1][O:2][C:3]1[CH:8]=[CH:7][CH:6]=[C:5]([O:9][CH3:10])[C:4]=1[CH:11]1[N:15]([CH2:16][C:17]2[CH:22]=[CH:21][C:20]([O:23][C:24]([F:27])([F:26])[F:25])=[CH:19][CH:18]=2)[C:14](=[O:28])[CH:13](O)[CH2:12]1.O=S(Cl)[Cl:32].N1C=CC=CC=1>O1CCOCC1>[Cl:32][CH:13]1[CH2:12][CH:11]([C:4]2[C:3]([O:2][CH3:1])=[CH:8][CH:7]=[CH:6][C:5]=2[O:9][CH3:10])[N:15]([CH2:16][C:17]2[CH:22]=[CH:21][C:20]([O:23][C:24]([F:27])([F:26])[F:25])=[CH:19][CH:18]=2)[C:14]1=[O:28]. Yields the product ClC1C(N(C(C1)C1=C(C=CC=C1OC)OC)CC1=CC=C(C=C1)OC(F)(F)F)=O (rac-(3R*,5S*)-3-chloro-5-(2,6-dimethoxyphenyl)-1-(4-(trifluoromethoxy)benzyl)pyrrolidin-2-one).